This data is from the Open Reaction Database (ORD), a public repository of structured organic reaction records. The task is: describe an organic reaction: reactants, conditions, products, and yield Starting materials: BrCc1ccccc1, [H-], [Na+], CN(C)C=O, c1ccc2c(c1)[nH]c1ccccc12. The product is c1ccc(Cn2c3ccccc3c3ccccc32)cc1. As a reaction SMILES: [Br:16][CH2:17][c:18]1[cH:19][cH:20][cH:21][cH:22][cH:23]1.[H-:15].[Na+:14].[O:24]=[CH:25][N:26]([CH3:27])[CH3:28].[cH:1]1[cH:2][cH:3][c:4]2[c:5]([cH:6]1)[nH:7][c:8]1[cH:9][cH:10][cH:11][cH:12][c:13]21>>[cH:1]1[cH:2][cH:3][c:4]2[c:5]([cH:6]1)[n:7]([CH2:17][c:18]1[cH:19][cH:20][cH:21][cH:22][cH:23]1)[c:8]1[cH:9][cH:10][cH:11][cH:12][c:13]21. Starting materials: CN(C)C=O, CCOC(=O)Cl, [H-], O=C1Nc2ccccc2C12COc1cc3c(cc12)OCCO3, [Na+]. Reaction SMILES: [CH3:31][N:32]([CH3:33])[CH:34]=[O:35].[Cl:25][C:26](=[O:27])[O:28][CH2:29][CH3:30].[H-:1].[NH:3]1[C:4](=[O:24])[C:5]2([CH2:6][O:7][c:8]3[cH:9][c:10]4[c:11]([cH:16][c:17]32)[O:12][CH2:13][CH2:14][O:15]4)[c:18]2[cH:19][cH:20][cH:21][cH:22][c:23]21.[Na+:2]>>[N:3]1([C:26](=[O:27])[O:28][CH2:29][CH3:30])[C:4](=[O:24])[C:5]2([CH2:6][O:7][c:8]3[cH:9][c:10]4[c:11]([cH:16][c:17]32)[O:12][CH2:13][CH2:14][O:15]4)[c:18]2[cH:19][cH:20][cH:21][cH:22][c:23]21. The product is CCOC(=O)N1C(=O)C2(COc3cc4c(cc32)OCCO4)c2ccccc21. Starting materials: HClO4, OC(C(=O)OC)C=1C(=NC=2CCN(CC2C1C1=CC=C(C=C1)C)C(=O)OCC1=CC=CC=C1)C (benzyl 3-(1-hydroxy-2-methoxy-2-oxoethyl)-2-methyl-4-(p-tolyl)-7,8-dihydro-1,6-naphthyridine-6(5H)-carboxylate), OC(C(=O)OC)C=1C(=NC=2CCN(CC2C1C1=CC=C(C=C1)C)C(=O)OCC1=CC=CC=C1)C (benzyl 3-(1-hydroxy-2-methoxy-2-oxoethyl)-2-methyl-4-(p-tolyl)-7,8-dihydro-1,6-naphthyridine-6(5H)-carboxylate), C(C)(=O)OC(C)(C)C (tert-butyl acetate). The solvent is C(Cl)Cl (CH2Cl2). Conditions: time 2.5 hour. Product: C(C)(C)(C)OC(C(=O)OC)C=1C(=NC=2CCN(CC2C1C1=CC=C(C=C1)C)C(=O)OCC1=CC=CC=C1)C (benzyl 3-(1-(tert-butoxy)-2-methoxy-2-oxoethyl)-2-methyl-4-(p-tolyl)-7,8-dihydro-1,6-naphthyridine-6(5H)-carboxylate). Yield: 73.5%. As a reaction SMILES: [OH:1][CH:2]([C:7]1[C:8]([CH3:34])=[N:9][C:10]2[CH2:11][CH2:12][N:13]([C:24]([O:26][CH2:27][C:28]3[CH:33]=[CH:32][CH:31]=[CH:30][CH:29]=3)=[O:25])[CH2:14][C:15]=2[C:16]=1[C:17]1[CH:22]=[CH:21][C:20]([CH3:23])=[CH:19][CH:18]=1)[C:3]([O:5][CH3:6])=[O:4].C(O[C:39]([CH3:42])([CH3:41])[CH3:40])(=O)C>C(Cl)Cl>[C:39]([O:1][CH:2]([C:7]1[C:8]([CH3:34])=[N:9][C:10]2[CH2:11][CH2:12][N:13]([C:24]([O:26][CH2:27][C:28]3[CH:29]=[CH:30][CH:31]=[CH:32][CH:33]=3)=[O:25])[CH2:14][C:15]=2[C:16]=1[C:17]1[CH:22]=[CH:21][C:20]([CH3:23])=[CH:19][CH:18]=1)[C:3]([O:5][CH3:6])=[O:4])([CH3:42])([CH3:41])[CH3:40]. Procedure details: To a solution of benzyl 3-(1-hydroxy-2-methoxy-2-oxoethyl)-2-methyl-4-(p-tolyl)-7,8-dihydro-1,6-naphthyridine-6(5H)-carboxylate (intermediate 11) (0.10 g, 0.217 mmol) in CH2Cl2 (3 ml) was added tert-butyl acetate (2.05 ml, 15.2 mmol) followed by HClO4 (0.056 ml, 0.651 mmol). The flask was sealed and stirred at room temperature for 2.5 h. The reaction was quenched with sat'd aq NaHCO3 (gas evolution). The organic phase was dried (Na2SO4), filtered and concentrated. The residue was purified by fla...